From a dataset of the Open Reaction Database (ORD), a public repository of structured organic reaction records. describe an organic reaction: reactants, conditions, products, and yield Starting materials: ClCCl, Cl, CC(C)(C)OC(=O)N1CCC(c2cccc(N)c2)CC1, C1COCCO1. Yields the product Nc1cccc(C2CCNCC2)c1. RXN SMILES: [Cl:28][CH2:29][Cl:30].[ClH:1].[NH2:2][c:3]1[cH:4][c:5]([CH:9]2[CH2:10][CH2:11][N:12]([C:15]([O:16][C:17]([CH3:18])([CH3:19])[CH3:20])=[O:21])[CH2:13][CH2:14]2)[cH:6][cH:7][cH:8]1.[O:22]1[CH2:23][CH2:24][O:25][CH2:26][CH2:27]1>>[NH2:2][c:3]1[cH:4][c:5]([CH:9]2[CH2:10][CH2:11][NH:12][CH2:13][CH2:14]2)[cH:6][cH:7][cH:8]1. Starting materials: C(#N)C1=CC=C(C=C1)NCC1=NC2=C(N1C)C=CC(=C2)C(C)(C(=O)N2CCCC2)CN (2-(4-cyanophenylamino-methyl)-1-methyl-5-[1-aminomethyl-1-(pyrrolidinocarbonyl)-ethyl]-benzimidazole), BrCC(=O)OCC.C([O-])([O-])=O.[K+].[K+] (ethyl bromoacetate potassium carbonate). The solvent is CC(=O)C (acetone). Yields the product C(#N)C1=CC=C(C=C1)NCC1=NC2=C(N1C)C=CC(=C2)C(C)(C(=O)N2CCCC2)CNCC(=O)OCC (2-(4-cyanophenylaminomethyl)-1-methyl-5-[1-(ethoxycarbonylmethylaminomethyl)-1-(pyrrolidinocarbonyl)-ethyl]-benzimidazole). As a reaction SMILES: [C:1]([C:3]1[CH:8]=[CH:7][C:6]([NH:9][CH2:10][C:11]2[N:15]([CH3:16])[C:14]3[CH:17]=[CH:18][C:19]([C:21]([CH2:30][NH2:31])([C:23]([N:25]4[CH2:29][CH2:28][CH2:27][CH2:26]4)=[O:24])[CH3:22])=[CH:20][C:13]=3[N:12]=2)=[CH:5][CH:4]=1)#[N:2].Br[CH2:33][C:34]([O:36][CH2:37][CH3:38])=[O:35].C(=O)([O-])[O-].[K+].[K+]>CC(C)=O>[C:1]([C:3]1[CH:4]=[CH:5][C:6]([NH:9][CH2:10][C:11]2[N:15]([CH3:16])[C:14]3[CH:17]=[CH:18][C:19]([C:21]([CH2:30][NH:31][CH2:33][C:34]([O:36][CH2:37][CH3:38])=[O:35])([C:23]([N:25]4[CH2:29][CH2:28][CH2:27][CH2:26]4)=[O:24])[CH3:22])=[CH:20][C:13]=3[N:12]=2)=[CH:7][CH:8]=1)#[N:2] |f:1.2.3.4|. Procedure: Prepared analogously to Example 1k from 2-(4-cyanophenylamino-methyl)-1-methyl-5-[1-aminomethyl-1-(pyrrolidinocarbonyl)-ethyl]-benzimidazole and ethyl bromoacetate/potassium carbonate in acetone. Reactants: [BH4-].[Na+] (sodium borohydride), CC1(\C(\CCC1)=N\[C@H](C)C1=CC=CC=C1)C ((R,E)-N-(2,2-dimethylcyclopentylidene)-1-phenylethanamine), Cl (HCl). The solvent is C(C)O (ethanol). Conditions: temperature -78 celsius, time 2 hour. Yields the product CC1([C@@H](CCC1)N[C@H](C)C1=CC=CC=C1)C ((R)-2,2-dimethyl-N—((R)-1-phenylethyl)cyclopentanamine). Yield: 75.2%. As a reaction SMILES: [CH3:1][C:2]1([CH3:16])[CH2:6][CH2:5][CH2:4]/[C:3]/1=[N:7]\[C@@H:8]([C:10]1[CH:15]=[CH:14][CH:13]=[CH:12][CH:11]=1)[CH3:9].[BH4-].[Na+].Cl>C(O)C>[CH3:16][C:2]1([CH3:1])[CH2:6][CH2:5][CH2:4][C@H:3]1[NH:7][C@@H:8]([C:10]1[CH:11]=[CH:12][CH:13]=[CH:14][CH:15]=1)[CH3:9] |f:1.2|. Procedure: (R,E)-N-(2,2-dimethylcyclopentylidene)-1-phenylethanamine (4.61 g, 21.4 mmol) in ethanol (50 mL) was cooled to −78° C. and sodium borohydride (0.41 g, 10.7 mmol) was added and the resulting mixture was allowed to stir at −78° C. for 2 h. At this time, the mixture was slowly treated with 6 N aq HCl (15 mL) followed by warming to rt with vigorous stirring. The organics were removed under vacuum and the remaining aqueous portion was cooled and made basic by addition of 10% aq sodium carbonate and t... Starting materials: [BH4-], CC(=O)c1cnc(NC(=O)C(C)(C)C)cn1, C1CCOC1, CCO, Cl, [Na+]. Product: CC(O)c1cnc(NC(=O)C(C)(C)C)cn1. Reaction SMILES: [BH4-:17].[C:1]([CH3:2])(=[O:3])[c:4]1[n:5][cH:6][c:7]([NH:10][C:11]([C:12]([CH3:13])([CH3:14])[CH3:15])=[O:16])[n:8][cH:9]1.[CH2:23]1[O:24][CH2:25][CH2:26][CH2:27]1.[CH3:20][CH2:21][OH:22].[ClH:19].[Na+:18]>>[CH:1]([CH3:2])([OH:3])[c:4]1[n:5][cH:6][c:7]([NH:10][C:11]([C:12]([CH3:13])([CH3:14])[CH3:15])=[O:16])[n:8][cH:9]1. Procedure: A solution of 5-(2-nitro-4-trifluoromethylphenyl)-isoxazole (4.91 g.) in ethanol (35 ml) was added dropwise to a solution of sodium ethoxide in ethanol (prepared from 0.6 g sodium in 25 ml ethanol). The mixture was stirred at room temperature for 3 hours, poured into water (150 ml) and acidified to pH 1. It was extracted with ether (2×75 ml) and the combined extracts were washed with water, dried (anhydrous sodium sulphate) and filtered. The filtrate was evaporated to dryness and the residue was... Yields the product [N+](=O)([O-])C1=C(C=CC(=C1)C(F)(F)F)C(CC#N)=O (3-(2-nitro-4-trifluoromethylphenyl)-3-oxopropionitrile). Conditions: time 3 hour. Yield: 99.8%. Run in C(C)O (ethanol), C(C)O (ethanol). RXN SMILES: [N+:1]([C:4]1[CH:9]=[C:8]([C:10]([F:13])([F:12])[F:11])[CH:7]=[CH:6][C:5]=1[C:14]1[O:18][N:17]=[CH:16][CH:15]=1)([O-:3])=[O:2].[O-]CC.[Na+].O>C(O)C>[N+:1]([C:4]1[CH:9]=[C:8]([C:10]([F:11])([F:12])[F:13])[CH:7]=[CH:6][C:5]=1[C:14](=[O:18])[CH2:15][C:16]#[N:17])([O-:3])=[O:2] |f:1.2|. Reactants: O (water), [N+](=O)([O-])C1=C(C=CC(=C1)C(F)(F)F)C1=CC=NO1 (5-(2-nitro-4-trifluoromethylphenyl)-isoxazole), [O-]CC.[Na+] (sodium ethoxide). Starting materials: [F-].C(CCC)[N+](CCCC)(CCCC)CCCC (tetrabutylammoniumfluoride), C(C)(C)(C)OC(=O)N1CC(CC1)C1=C(C=C(C=C1)SCC[Si](C)(C)C)OC (3-[2-methoxy-4-(2-trimethylsilanyl-ethylsulfanyl)-phenyl]-pyrrolidine-1-carboxylic acid tert-butyl ester), OS(=O)(=O)[O-].[K+].[O-]S(=O)(=O)[O-].[Na+].[Na+] (KHSO4 Na2SO4). The solvent is C1CCOC1 (THF). Reaction conditions: time 30 minute. Yields the product C(C)(C)(C)OC(=O)N1CC(CC1)C1=C(C=C(C=C1)S)OC (3-(4-mercapto-2-methoxy-phenyl)-pyrrolidine-1-carboxylic acid tert-butyl ester). Yield: 62.0%. RXN SMILES: [F-].C([N+](CCCC)(CCCC)CCCC)CCC.[C:19]([O:23][C:24]([N:26]1[CH2:30][CH2:29][CH:28]([C:31]2[CH:36]=[CH:35][C:34]([S:37]CC[Si](C)(C)C)=[CH:33][C:32]=2[O:44][CH3:45])[CH2:27]1)=[O:25])([CH3:22])([CH3:21])[CH3:20].OS([O-])(=O)=O.[K+].[O-]S([O-])(=O)=O.[Na+].[Na+]>C1COCC1>[C:19]([O:23][C:24]([N:26]1[CH2:30][CH2:29][CH:28]([C:31]2[CH:36]=[CH:35][C:34]([SH:37])=[CH:33][C:32]=2[O:44][CH3:45])[CH2:27]1)=[O:25])([CH3:22])([CH3:21])[CH3:20] |f:0.1,3.4.5.6.7|. Reported procedure: A solution of tetrabutylammoniumfluoride (1.0 M in THF, 9.3 mL) was added to a solution of 3-[2-methoxy-4-(2-trimethylsilanyl-ethylsulfanyl)-phenyl]-pyrrolidine-1-carboxylic acid tert-butyl ester (0.380 g, 0.9275 mmol) in THF (5 mL) and the reaction mixture was stirred at room temperature for 30 minutes. A solution of 10% KHSO4/Na2SO4 was added and the resulting mixture was extracted 3 times with EtOAc. The combined organic extracts were washed with water and brine; and then dried over Na2SO4. T... Starting materials: CC(C)(C)OC(=O)N1CCC(CCCOCc2ccccc2)C1, ClCCl, O=C(O)C(F)(F)F. The product is c1ccc(COCCCC2CCNC2)cc1. RXN SMILES: [CH2:1]([c:2]1[cH:3][cH:4][cH:5][cH:6][cH:7]1)[O:8][CH2:9][CH2:10][CH2:11][CH:12]1[CH2:13][N:14]([C:17]([O:18][C:19]([CH3:20])([CH3:21])[CH3:22])=[O:23])[CH2:15][CH2:16]1.[Cl:31][CH2:32][Cl:33].[F:24][C:25]([F:26])([F:27])[C:28]([OH:29])=[O:30]>>[CH2:1]([c:2]1[cH:3][cH:4][cH:5][cH:6][cH:7]1)[O:8][CH2:9][CH2:10][CH2:11][CH:12]1[CH2:13][NH:14][CH2:15][CH2:16]1.